This data is from the Open Reaction Database (ORD), a public repository of structured organic reaction records. The task is: describe an organic reaction: reactants, conditions, products, and yield The reactants are COC=1C=C2C(=CC=NC2=CC1OC)OC1=C(C=C(C=C1)N1C(CC(C1)C(C1=CC=CC=C1)O)=O)F (1-(4-(6,7-Dimethoxyquinolin-4-yloxy)-3-fluorophenyl)-4-(hydroxy(phenyl)methyl)pyrrolidin-2-one), [H-].[Na+] (NaH), CI (MeI). Run in C1CCOC1.CN(C)C=O (THF DMF). Run at time 1 hour. Yields the product COC=1C=C2C(=CC=NC2=CC1OC)OC1=C(C=C(C=C1)N1C(CC(C1)C(C1=CC=CC=C1)OC)=O)F (1-(4-(6,7-Dimethoxyquinolin-4-yloxy)-3-fluorophenyl)-4-(methoxy(phenyl)methyl)pyrrolidin-2-one). Reaction SMILES: [CH3:1][O:2][C:3]1[CH:4]=[C:5]2[C:10](=[CH:11][C:12]=1[O:13][CH3:14])[N:9]=[CH:8][CH:7]=[C:6]2[O:15][C:16]1[CH:21]=[CH:20][C:19]([N:22]2[CH2:26][CH:25]([CH:27]([OH:34])[C:28]3[CH:33]=[CH:32][CH:31]=[CH:30][CH:29]=3)[CH2:24][C:23]2=[O:35])=[CH:18][C:17]=1[F:36].[H-].[Na+].[CH3:39]I>C1COCC1.CN(C=O)C>[CH3:1][O:2][C:3]1[CH:4]=[C:5]2[C:10](=[CH:11][C:12]=1[O:13][CH3:14])[N:9]=[CH:8][CH:7]=[C:6]2[O:15][C:16]1[CH:21]=[CH:20][C:19]([N:22]2[CH2:26][CH:25]([CH:27]([O:34][CH3:39])[C:28]3[CH:33]=[CH:32][CH:31]=[CH:30][CH:29]=3)[CH2:24][C:23]2=[O:35])=[CH:18][C:17]=1[F:36] |f:1.2,4.5|. Reported procedure: To a solution of 1-(4-(6,7-dimethoxyquinolin-4-yloxy)-3-fluorophenyl)-4-(hydroxy(phenyl)methyl)pyrrolidin-2-one (Example 48, 0.1 g, 0.2 mmol) in THF/DMF (1 mL:1 mL) was added NaH (0.1 g, 2.5 mmol) solid. The reaction was stirred at RT for 1 h. MeI (0.1 mL, 1.6 mmol) was added via a syringe and the reaction was stirred for 1 h. The reaction was quenched with 10 mL of satd. NH4Cl solution and 10 mL of water. The solution was diluted with 50 mL of EtOAc. The organic phase was separated and was wash... The reactants are CCOC(=O)CBr, O=C([O-])[O-], COc1cc(O)c([N+](=O)[O-])cc1C(F)(F)F, CN(C)C=O, CCOC(C)=O, [K+], [K+]. The product is CCOC(=O)COc1cc(OC)c(C(F)(F)F)cc1[N+](=O)[O-]. As a reaction SMILES: [Br:23][CH2:24][C:25](=[O:26])[O:27][CH2:28][CH3:29].[C:17](=[O:18])([O-:19])[O-:20].[CH3:1][O:2][c:3]1[c:4]([C:13]([F:14])([F:15])[F:16])[cH:5][c:6]([N+:10](=[O:11])[O-:12])[c:7]([OH:9])[cH:8]1.[CH3:30][N:31]([CH3:32])[CH:33]=[O:34].[CH3:35][CH2:36][O:37][C:38](=[O:39])[CH3:40].[K+:21].[K+:22]>>[CH3:1][O:2][c:3]1[c:4]([C:13]([F:14])([F:15])[F:16])[cH:5][c:6]([N+:10](=[O:11])[O-:12])[c:7]([O:9][CH2:24][C:25](=[O:26])[O:27][CH2:28][CH3:29])[cH:8]1. The reactants are C1(=C(C=CC=C1)NC(OC1CCN(CC1)CCN(C)C(CCCCCCO)=O)=O)C1=CC=CC=C1 (1-{2-[(7-Hydroxyheptanoyl)(methyl)amino]ethyl}piperidin-4-yl biphenyl-2-ylcarbamate), aldehyde, CNC1=CC=C(C(=O)OC(C)(C)C)C=C1 (tert-Butyl 4-(methylamino)benzoate). Yields the product C(C)(C)(C)OC(C1=CC=C(C=C1)N(C)CCCCCCC(=O)N(C)CCN1CCC(CC1)OC(NC1=C(C=CC=C1)C1=CC=CC=C1)=O)=O (tert-Butyl-4-[{7-[(2-{4-[(biphenyl-2-ylcarbamoyl)oxy]piperidin-1-yl}ethyl)(methyl)amino]-7-oxoheptyl}(methyl)amino]benzoate). Isolated yield 25.9%. As a reaction SMILES: [C:1]1([C:30]2[CH:35]=[CH:34][CH:33]=[CH:32][CH:31]=2)[CH:6]=[CH:5][CH:4]=[CH:3][C:2]=1[NH:7][C:8](=[O:29])[O:9][CH:10]1[CH2:15][CH2:14][N:13]([CH2:16][CH2:17][N:18]([C:20](=[O:28])[CH2:21][CH2:22][CH2:23][CH2:24][CH2:25][CH2:26]O)[CH3:19])[CH2:12][CH2:11]1.[CH3:36][NH:37][C:38]1[CH:50]=[CH:49][C:41]([C:42]([O:44][C:45]([CH3:48])([CH3:47])[CH3:46])=[O:43])=[CH:40][CH:39]=1>>[C:45]([O:44][C:42](=[O:43])[C:41]1[CH:49]=[CH:50][C:38]([N:37]([CH2:26][CH2:25][CH2:24][CH2:23][CH2:22][CH2:21][C:20]([N:18]([CH2:17][CH2:16][N:13]2[CH2:14][CH2:15][CH:10]([O:9][C:8](=[O:29])[NH:7][C:2]3[CH:3]=[CH:4][CH:5]=[CH:6][C:1]=3[C:30]3[CH:35]=[CH:34][CH:33]=[CH:32][CH:31]=3)[CH2:11][CH2:12]2)[CH3:19])=[O:28])[CH3:36])=[CH:39][CH:40]=1)([CH3:47])([CH3:46])[CH3:48]. Procedure: The compound (163 mg, 0.338 mmol) obtained in Example 39b was used according to the method described in Example 4g to give a crude aldehyde compound (160 mg). The resulting crude aldehyde compound and the compound (69 mg, 0.334 mmol) obtained in Example 35a were used a to give the title compound (58 mg; yield, 26%) as a white solid according to the method described in Example 18b. Starting materials: CCCN, COCCOC, Nc1nc(OS(=O)(=O)C(F)(F)F)c([N+](=O)[O-])c(-c2ccco2)n1. Yields the product CCCNc1nc(N)nc(-c2ccco2)c1[N+](=O)[O-]. Reaction SMILES: [CH3:24][CH2:25][CH2:26][NH2:27].[CH3:28][O:29][CH2:30][CH2:31][O:32][CH3:33].[NH2:1][c:2]1[n:3][c:4](-[c:19]2[o:20][cH:21][cH:22][cH:23]2)[c:5]([N+:16](=[O:17])[O-:18])[c:6]([O:8][S:9]([C:10]([F:11])([F:12])[F:13])(=[O:14])=[O:15])[n:7]1>>[NH2:1][c:2]1[n:3][c:4](-[c:19]2[o:20][cH:21][cH:22][cH:23]2)[c:5]([N+:16](=[O:17])[O-:18])[c:6]([NH:27][CH2:26][CH2:25][CH3:24])[n:7]1. Reactants: OCN1N=NC=2N(C1=O)C=NC2C(=O)N (3-(Hydroxymethyl)-4-oxo-3,4-dihydroimidazo[5,1-d][1,2,3,5]tetrazine-8-carboxamide), BrCC#C[Si](C)(C)C (3-bromo-1-(trimethylsilyl)-1-propyne), C1CCC2=NCCCN2CC1 (DBU), Cl (HCl). Solvent: C(C)#N (acetonitrile). Reaction conditions: time 30 minute. The product is O=C1N2C(N=NN1CC#C[Si](C)(C)C)=C(N=C2)C(=O)N (4-Oxo-3-(3-trimethylsilanyl-prop-2-ynyl)-3,4-dihydro-imidazo[5,1-d][1,2,3,5]tetrazine-8-carboxylic acid amide). As a reaction SMILES: O[CH2:2][N:3]1[C:8](=[O:9])[N:7]2[CH:10]=[N:11][C:12]([C:13]([NH2:15])=[O:14])=[C:6]2[N:5]=[N:4]1.BrC[C:18]#[C:19][Si:20]([CH3:23])([CH3:22])[CH3:21].C1CCN2C(=NCCC2)CC1.Cl>C(#N)C>[O:9]=[C:8]1[N:3]([CH2:2][C:18]#[C:19][Si:20]([CH3:23])([CH3:22])[CH3:21])[N:4]=[N:5][C:6]2=[C:12]([C:13]([NH2:15])=[O:14])[N:11]=[CH:10][N:7]12. Reported procedure: To a cooled solution of 3-(Hydroxymethyl)-4-oxo-3,4-dihydroimidazo[5,1-][1,2,3,5]tetrazine-8-carboxamide (MM-001) (1 equiv) in acetonitrile (0.17 M concentration substrate in solvent) was added 3-bromo-1-(trimethylsilyl)-1-propyne (4 equivs) and DBU (1.4 equivs). The mixture was stirred at this temperature for 30 minutes whereupon it was acidified with 1 N HCl. The mixture was extracted with EtOAc (3×1 reaction volume). The combined organic extracts were combined, dried (MgSO4), filtered and con... Starting materials: C(C)N(C1=C(C=C(C(=C1)OC)OC)C1CC=2C=CC(=CC2CC1)OC(C(C)(C)C)=O)C(C1=CC(=C(C=C1)O)F)=O (pivalic acid 6-{2-[ethyl(3-fluoro-4-hydroxybenzoyl)amino]-4,5-dimethoxyphenyl}-5,6,7,8-tetrahydronaphthalen-2-yl ester), ClCC(=O)N(C)C(C)C (2-chloro-N-isopropyl-N-methylacetamide). Product: C(C)N(C1=C(C=C(C(=C1)OC)OC)C1CC=2C=CC(=CC2CC1)O)CC1=CC(=C(C=C1)OCCN(C)C(C)C)F (6-{2-{Ethyl{3-fluoro-4-[2-(isopropylmethylamino)ethoxy]benzyl}amino}-4,5-dimethoxyphenyl}-5,6,7,8-tetrahydronaphthalen-2-ol). Yield: 7.4%. As a reaction SMILES: [CH2:1]([N:3]([C:31](=O)[C:32]1[CH:37]=[CH:36][C:35]([OH:38])=[C:34]([F:39])[CH:33]=1)[C:4]1[CH:9]=[C:8]([O:10][CH3:11])[C:7]([O:12][CH3:13])=[CH:6][C:5]=1[CH:14]1[CH2:23][CH2:22][C:21]2[CH:20]=[C:19]([O:24]C(=O)C(C)(C)C)[CH:18]=[CH:17][C:16]=2[CH2:15]1)[CH3:2].Cl[CH2:42][C:43]([N:45]([CH:47]([CH3:49])[CH3:48])[CH3:46])=O>>[CH2:1]([N:3]([CH2:31][C:32]1[CH:37]=[CH:36][C:35]([O:38][CH2:42][CH2:43][N:45]([CH:47]([CH3:49])[CH3:48])[CH3:46])=[C:34]([F:39])[CH:33]=1)[C:4]1[CH:9]=[C:8]([O:10][CH3:11])[C:7]([O:12][CH3:13])=[CH:6][C:5]=1[CH:14]1[CH2:23][CH2:22][C:17]2[CH:18]=[C:19]([OH:24])[CH:20]=[CH:21][C:16]=2[CH2:15]1)[CH3:2]. Reported procedure: Synthesized from pivalic acid 6-{2-[ethyl(3-fluoro-4-hydroxybenzoyl)amino]-4,5-dimethoxyphenyl}-5,6,7,8-tetrahydronaphthalen-2-yl ester (19 mg) and 2-chloro-N-isopropyl-N-methylacetamide (11 mg) according to an analogous synthetic method to Example 404 and purified by LC-MS, the title compound (1.4 mg) was obtained. The reactants are BrC1=NC=CC=C1COC1=CN=C(C=C1C=O)OC (5-((2-bromopyridin-3-yl)methoxy)-2-methoxyisonicotinaldehyde), Zn (CN)2, CN(C)C=O (DMF). The reagents and catalysts are C=1C=CC(=CC1)[P](C=2C=CC=CC2)(C=3C=CC=CC3)[Pd]([P](C=4C=CC=CC4)(C=5C=CC=CC5)C=6C=CC=CC6)([P](C=7C=CC=CC7)(C=8C=CC=CC8)C=9C=CC=CC9)[P](C=1C=CC=CC1)(C=1C=CC=CC1)C=1C=CC=CC1 (Pd(PPh3)4). Run at temperature 125 celsius. Yields the product C(=O)C1=C(C=NC(=C1)OC)OCC=1C(=NC=CC1)C#N (3-((4-formyl-6-methoxypyridin-3-yloxy)methyl)picolinonitrile). The yield is 84.0%. RXN SMILES: Br[C:2]1[C:7]([CH2:8][O:9][C:10]2[C:15]([CH:16]=[O:17])=[CH:14][C:13]([O:18][CH3:19])=[N:12][CH:11]=2)=[CH:6][CH:5]=[CH:4][N:3]=1.[CH3:20][N:21](C=O)C>C1C=CC([P]([Pd]([P](C2C=CC=CC=2)(C2C=CC=CC=2)C2C=CC=CC=2)([P](C2C=CC=CC=2)(C2C=CC=CC=2)C2C=CC=CC=2)[P](C2C=CC=CC=2)(C2C=CC=CC=2)C2C=CC=CC=2)(C2C=CC=CC=2)C2C=CC=CC=2)=CC=1>[CH:16]([C:15]1[CH:14]=[C:13]([O:18][CH3:19])[N:12]=[CH:11][C:10]=1[O:9][CH2:8][C:7]1[C:2]([C:20]#[N:21])=[N:3][CH:4]=[CH:5][CH:6]=1)=[O:17] |^1:28,30,49,68|. Reported procedure: To a mixture of 5-((2-bromopyridin-3-yl)methoxy)-2-methoxyisonicotinaldehyde (100 mg, 0.31 mmol, 1 equiv), Zn (CN)2 (71 mg, 0.62 mmol, 2.0 equiv), Pd(PPh3)4 (72 mg, 0.06 mmol, 0.2 equiv) in a 5 mL microwave tube was added DMF (2 mL). The mixture was heated 15 min at 125° C. in a microwave reactor. The solid was filtered off and the filtrate was concentrated to dryness. The crude was purified on silica gel using a mixture of EtOAc and hexanes as eluent to give 3-((4-formyl-6-methoxypyridin-3-ylox... Reactants: example 6 ( 20 ), OC1=C2C(N(C(C2=CC=C1)=O)CC(C(=O)OCC)C1(OCCO1)C)=O (ethyl 3-(4-hydroxy-1,3-dioxo-1,3-dihydro-isoindol-2-yl)-2-(2-methyl-[1,3]dioxolan-2-yl)propionate), O.C1(=CC=C(C=C1)S(=O)(=O)O)C (p-toluenesulfonic acid monohydrate). Product: OC1=C2C(N(C(C2=CC=C1)=O)CC(C(=O)OCC)C(C)=O)=O (Ethyl 2-(4-hydroxy-1,3-dioxo-1,3-dihydro-isoindol-2-ylmethyl)-3-oxo-butyrate). Reaction SMILES: [OH:1][C:2]1[CH:10]=[CH:9][CH:8]=[C:7]2[C:3]=1[C:4](=[O:25])[N:5]([CH2:12][CH:13]([C:19]1([CH3:24])OCC[O:20]1)[C:14]([O:16][CH2:17][CH3:18])=[O:15])[C:6]2=[O:11].O.C1(C)C=CC(S(O)(=O)=O)=CC=1>>[OH:1][C:2]1[CH:10]=[CH:9][CH:8]=[C:7]2[C:3]=1[C:4](=[O:25])[N:5]([CH2:12][CH:13]([C:19](=[O:20])[CH3:24])[C:14]([O:16][CH2:17][CH3:18])=[O:15])[C:6]2=[O:11] |f:1.2|. Procedure details: Ethyl 2-(4-hydroxy-1,3-dioxo-1,3-dihydro-isoindol-2-ylmethyl)-3-oxo-butyrate was prepared (121 mg, 31%) in the same manner as described in the above example 6 (20) from ethyl 3-(4-hydroxy-1,3-dioxo-1,3-dihydro-isoindol-2-yl)-2-(2-methyl-[1,3]dioxolan-2-yl)propionate (0.46 g, 1.46 mmol) and p-toluenesulfonic acid monohydrate (50 mg), and the obtained product was identified with the following NMR data. Reactants: N(=O)[O-].[Na+] (sodium nitrite), Br (hydrobromic acid), C(C)OC(=O)C=1N=CC=2NC3=CC=C(C=C3C2C1)N (6-amino-β-carbolin-3-carboxylic acid ethyl ester), Br (hydrobromic acid). Reagents/catalysts: [Cu]Br (copper (I) bromide). Solvent: O (water), O (water). Run at temperature 80 celsius. Yields the product C(C)OC(=O)C=1N=CC=2NC3=CC=C(C=C3C2C1)Br (6-bromo-β-carbolin-3-carboxylic acid ethyl ester). Yield: 35.0%. As a reaction SMILES: [CH2:1]([O:3][C:4]([C:6]1[N:7]=[CH:8][C:9]2[NH:10][C:11]3[C:16]([C:17]=2[CH:18]=1)=[CH:15][C:14](N)=[CH:13][CH:12]=3)=[O:5])[CH3:2].N([O-])=O.[Na+].[BrH:24]>O.[Cu]Br>[CH2:1]([O:3][C:4]([C:6]1[N:7]=[CH:8][C:9]2[NH:10][C:11]3[C:16]([C:17]=2[CH:18]=1)=[CH:15][C:14]([Br:24])=[CH:13][CH:12]=3)=[O:5])[CH3:2] |f:1.2|. Procedure details: 1 mmole of 6-amino-β-carbolin-3-carboxylic acid ethyl ester is diazotized at 0° C. in 2 ml of 24% aqueous hydrobromic acid with 1 mmole of sodium nitrite in 1 ml of water. This mixture is added dropwise to a solution of 40 mg of copper (I) bromide in 1 ml of 48% aqueous hydrobromic acid at room temperature. After addition is complete, the mixture is heated to 80° C. The temperature is increased to 100° C. until nitrogen evolution has ceased. 10 ml of water is then added and filtration with sucti...